From a dataset of the Open Reaction Database (ORD), a public repository of structured organic reaction records. describe an organic reaction: reactants, conditions, products, and yield Starting materials: BrCC(=O)N[C@@H](C(C)C)C(=O)NC(CC1=CC=CC=C1)C(C(C(CC1=CC=CC=C1)NC([C@@H](NC(CBr)=O)C(C)C)=O)O)O (2,5-Di-{N-Bromoacetyl-(L)-Valyl}amino-3,4-dihydroxy-1,6-diphenyl hexane), SC=1NC=CN1 (2-mercaptoimidazole). The product is N1C(=NC=C1)SCC(=O)N[C@@H](C(C)C)C(=O)NC(CC1=CC=CC=C1)C(C(C(CC1=CC=CC=C1)NC([C@@H](NC(=O)CSC=1NC=CN1)C(C)C)=O)O)O (2,5-Di-{N-[(Imidazol-2-yl)-thiomethylcarbonyl]-(L)-Valyl}amino-3,4-dihydroxy-1,6-diphenyl hexane). Yield: 47.5%. Reaction SMILES: Br[CH2:2][C:3]([NH:5][C@H:6]([C:10]([NH:12][CH:13]([CH:21]([OH:44])[CH:22]([OH:43])[CH:23]([NH:31][C:32](=[O:42])[C@H:33]([CH:39]([CH3:41])[CH3:40])[NH:34][C:35](=[O:38])[CH2:36]Br)[CH2:24][C:25]1[CH:30]=[CH:29][CH:28]=[CH:27][CH:26]=1)[CH2:14][C:15]1[CH:20]=[CH:19][CH:18]=[CH:17][CH:16]=1)=[O:11])[CH:7]([CH3:9])[CH3:8])=[O:4].[SH:45][C:46]1[NH:47][CH:48]=[CH:49][N:50]=1>>[NH:47]1[CH:48]=[CH:49][N:50]=[C:46]1[S:45][CH2:2][C:3]([NH:5][C@H:6]([C:10]([NH:12][CH:13]([CH:21]([OH:44])[CH:22]([OH:43])[CH:23]([NH:31][C:32](=[O:42])[C@H:33]([CH:39]([CH3:41])[CH3:40])[NH:34][C:35]([CH2:36][S:45][C:46]1[NH:47][CH:48]=[CH:49][N:50]=1)=[O:38])[CH2:24][C:25]1[CH:30]=[CH:29][CH:28]=[CH:27][CH:26]=1)[CH2:14][C:15]1[CH:20]=[CH:19][CH:18]=[CH:17][CH:16]=1)=[O:11])[CH:7]([CH3:9])[CH3:8])=[O:4]. Procedure details: The resultant compound of Example 251 (150 mg, 0.2 mmol) was reacted with 2-mercaptoimidazole (40.6 mg) by the procedure described in Example 252 and similarly purified to afford the title compound (74 mg, 47%). 1H NMR (DMSO-d6, 300 MHz) δ 0.63 (m, 12H), 1.84 (m, 2H), 2.25-2.80 (m, 4H), 3.05-3.82 (m, 12H), 4.44 (m, 2H), 7.14 (m, 14H), 7.48 (bd, 2H), 8.07 (bd, 2H). MS (FAB) m/e 779 (M+H)+. Conditions: time 1 hour. Reactants: FC1=C(C=CC=C1)OC (o-fluoroanisole), C(Cl)Cl (methylene chloride), C(Cl)Cl (methylene chloride), ice water, α,α-dichloromethylmethyl ether, CCOCC (Ether). RXN SMILES: [F:1][C:2]1[CH:7]=[CH:6][CH:5]=[CH:4][C:3]=1[O:8][CH3:9].C(Cl)Cl.C[CH2:14][O:15]CC>[Ti](Cl)(Cl)(Cl)Cl>[F:1][C:2]1[CH:7]=[C:6]([CH:5]=[CH:4][C:3]=1[O:8][CH3:9])[CH:14]=[O:15]. Product: FC=1C=C(C=O)C=CC1OC (3-fluoro-4-methoxybenzaldehyde). Reagents/catalysts: [Ti](Cl)(Cl)(Cl)Cl (titanium tetrachloride). Procedure: To a solution of o-fluoroanisole, 101 g. (0.80 mole) in 500 ml. dry methylene chloride is added dropwise over 30 minutes a solution of titanium tetrachloride, 182 g. (0.96 mole, 1.2 equiv.) and α,α-dichloromethylmethyl ether, 110 g. (0.96 mole) in an equal volume of methylene chloride. The temperature is maintained at 10°-20° C. with an ice-bath. The mixture is stirred at room temperature for 1 hour longer and then poured over crushed ice-water with stirring. Ether (1 l.) is added, and the mixtu... The reactants are COC([C@H]1N(C[C@@H](C1)OCC=C)C([C@@H](NC([C@@H](NC(C)=O)CC1=CC=C(C=C1)O)=O)C(C)C)=O)=O (N-Acetyl-tyrosinyl-valinyl-(4(R)-allyloxyproline) methyl ester), Cl.COC([C@H]1NC[C@@H](C1)OCC=C)=O (4(R)-Allyloxyproline methyl ester hydrochloride), N([C@@H](CC1=CC=C(C=C1)O)C(=O)N[C@@H](C(C)C)C(=O)O)C(=O)C (N-acetyl-Tyr-Val-OH), C(C)(C)N(CC)C(C)C (Diisopropylethylamine), ON1N=NC2=C1C=CC=C2 (N-hydroxybenzotriazole), Cl.CN(CCCN=C=NCC)C (1-(3-Dimethylaminopropyl)-3-ethylcarbodiimide hydrochloride). The solvent is ClCCl (dichloromethane), CN(C=O)C (dimethylformamide), C(C)(=O)OCC (ethyl acetate). Reaction conditions: temperature 0 celsius, time 2 hour. The product is C(C)(=O)N[C@@H](CC1=CC=C(C=C1)O)C(=O)N[C@@H](C(C)C)C(=O)N1[C@H](C(=O)N[C@@H](CC(=O)O)C=O)C[C@H](C1)OCC=C (N—(N-Acetyl-tyrosinyl-valinyl-(4(R)-allyloxy prolinyl))-3(S)-amino-4-oxobutanoic acid). Reaction SMILES: CO[C:3](=[O:35])[C@@H:4]1[CH2:8][C@@H:7]([O:9][CH2:10][CH:11]=[CH2:12])[CH2:6][N:5]1[C:13](=[O:34])[C@H:14]([CH:31]([CH3:33])[CH3:32])[NH:15][C:16](=[O:30])[C@H:17]([CH2:22][C:23]1[CH:28]=[CH:27][C:26]([OH:29])=[CH:25][CH:24]=1)[NH:18][C:19](=[O:21])[CH3:20].Cl.CO[C:39](=[O:49])[C@@H:40]1[CH2:44][C@@H:43]([O:45]CC=C)C[NH:41]1.N(C(C)=O)[C@H](C(N[C@H](C(O)=O)C(C)C)=O)CC1C=CC([OH:59])=CC=1.C(N(C(C)C)CC)(C)C.ON1C2C=CC=CC=2N=N1.Cl.CN(C)CCCN=C=NCC>ClCCl.CN(C)C=O.C(OCC)(=O)C>[C:19]([NH:18][C@H:17]([C:16]([NH:15][C@H:14]([C:13]([N:5]1[CH2:6][C@H:7]([O:9][CH2:10][CH:11]=[CH2:12])[CH2:8][C@H:4]1[C:3]([NH:41][C@H:40]([CH:39]=[O:49])[CH2:44][C:43]([OH:59])=[O:45])=[O:35])=[O:34])[CH:31]([CH3:32])[CH3:33])=[O:30])[CH2:22][C:23]1[CH:28]=[CH:27][C:26]([OH:29])=[CH:25][CH:24]=1)(=[O:21])[CH3:20] |f:1.2,6.7|. Reported procedure: N-Acetyl-tyrosinyl-valinyl-(4(R)-allyloxyproline) methyl ester. 4(R)-Allyloxyproline methyl ester hydrochloride (1.05 g, 4.75 mmol) and N-acetyl-Tyr-Val-OH (1.68 g, 5.21 mmol) were dissolved in 10 ml of a 1:1 mixture of dichloromethane and dimethylformamide and cooled to 0° C. Diisopropylethylamine (1 ml, 5.93 mmol) was added to the cooled mixture followed by the addition of N-hydroxybenzotriazole (0.769 g, 5.69 mmol) and 1-(3-Dimethylaminopropyl)-3-ethylcarbodiimide hydrochloride (1.18 g, 6.2 m... Reactants: CN(C)CCCCCCCCCCCCCCCCCC (N,N-dimethyloctadecylamine), ClCCCO (3-chloropropanol). The solvent is C(C)#N (acetonitrile). Yields the product [Cl-].OCCC[N+](CCCCCCCCCCCCCCCCCC)(C)C (3-Hydroxypropyl Dimethyl Octadecyl Ammonium Chloride). Isolated yield 77.7%. As a reaction SMILES: [CH3:1][N:2]([CH2:4][CH2:5][CH2:6][CH2:7][CH2:8][CH2:9][CH2:10][CH2:11][CH2:12][CH2:13][CH2:14][CH2:15][CH2:16][CH2:17][CH2:18][CH2:19][CH2:20][CH3:21])[CH3:3].[Cl:22][CH2:23][CH2:24][CH2:25][OH:26]>C(#N)C>[Cl-:22].[OH:26][CH2:25][CH2:24][CH2:23][N+:2]([CH3:1])([CH3:3])[CH2:4][CH2:5][CH2:6][CH2:7][CH2:8][CH2:9][CH2:10][CH2:11][CH2:12][CH2:13][CH2:14][CH2:15][CH2:16][CH2:17][CH2:18][CH2:19][CH2:20][CH3:21] |f:3.4|. Reported procedure: Employing the procedure of EXAMPLE II, 31.3 g of N,N-dimethyloctadecylamine was reacted with 9.0 g of 3-chloropropanol in 100 ml of acetonitrile to provide a crude product which was recrystallized from acetone to give 29.0 g (70%) of white solids. Proton NMR confirmed the desired structure.